From a dataset of the Open Reaction Database (ORD), a public repository of structured organic reaction records. describe an organic reaction: reactants, conditions, products, and yield Reactants: L(NH4)2SO4, [O-]S(=O)(=O)[O-].[Mg+2] (MgSO4), 30, CaCl2.2H2O, O=C[C@H](O)[C@@H](O)[C@H](O)[C@H](O)CO (glucose), O=C[C@H](O)[C@@H](O)[C@H](O)[C@H](O)CO (glucose), OC1[C@H](O)[C@@H](O)[C@H](O[C@H]2[C@H](O)[C@@H](O)[C@@H](O)[C@H](O2)CO)[C@H](O1)CO (lactose), O=C[C@H](O)[C@@H](O)[C@H](O)[C@H](O)CO (glucose), ferric citrate, O=C[C@H](O)[C@@H](O)[C@H](O)[C@H](O)CO (glucose), O=C[C@H](O)[C@@H](O)[C@H](O)[C@H](O)CO (glucose), OP(=O)([O-])[O-].[K+].[K+] (K2HPO4), [Na+].[Cl-] (NaCl), FeSO4.7H2O. The product is C1(C(C(C(C(C1O)O)O)O)O)O (Myo-Inositol). As a reaction SMILES: OP([O-])([O-])=O.[K+].[K+].[Na+].[Cl-].[O-]S([O-])(=O)=O.[Mg+2].[O:16]=[CH:17][C@@H:18]([C@H:20]([C@@H:22]([C@@H:24]([CH2:26][OH:27])[OH:25])[OH:23])[OH:21])[OH:19].OC1O[C@H](CO)[C@@H](O[C@@H]2O[C@H](CO)[C@H](O)[C@H](O)[C@H]2O)[C@H](O)[C@H]1O>>[CH:26]1([OH:27])[CH:17]([OH:16])[CH:18]([OH:19])[CH:20]([OH:21])[CH:22]([OH:23])[CH:24]1[OH:25] |f:0.1.2,3.4,5.6|. Reported procedure: When the OD600 reached about 2 units, the culture was transferred to a fermentor at a 5% ratio. The fermentation medium consisted of: 2.0 g/L(NH4)2SO4; 8.0 g/L K2HPO4; 2.0 g/L NaCl; 1.0 g/L Na3Citrate.2H2O; 1.0 g/L MgSO4. 7H2O; 0.025 g/L CaCl2.2H2O; 0.05 g/L FeSO4.7H2O; 0.4 ml/L Neidhardt micronutrients and 2.0 g/L glucose. Two to three hours after inoculation, an exponential glucose feed was set up using a 60% glucose solution. The feed was supplied at the required rate to support microbial gro... Starting materials: N(=NC(=O)N1CCCCC1)C(=O)N1CCCCC1 (1,1′-(azodicarbonyl)-dipiperidine), EtOAc Hexanes, C(C)(C)C=1N=C(OC1C(C)O)C1=CC=C(C=C1)OC(F)(F)F (1-[4-isopropyl-2-(4-trifluoromethoxy-phenyl)-oxazol-5-yl]-ethanol), COC(CCC1=C(C=C(C=C1)O)C)=O (3-(4-hydroxy-2-methyl-phenyl)-propionic acid methyl ester), C(CCC)P(CCCC)CCCC (Tributylphosphine). Solvent: C1(=CC=CC=C1)C (toluene). Reaction conditions: time 4 hour. Yields the product COC(CCC1=C(C=C(C=C1)OC(C)C1=C(N=C(O1)C1=CC=C(C=C1)OC(F)(F)F)C(C)C)C)=O (3-(4-{1-[4-Isopropyl-2-(4-trifluoromethoxy-phenyl)-oxazol-5-yl]-ethoxy}-2-methyl-phenyl)-propionic acid methyl ester). Isolated yield 11.4%. As a reaction SMILES: [CH:1]([C:4]1[N:5]=[C:6]([C:12]2[CH:17]=[CH:16][C:15]([O:18][C:19]([F:22])([F:21])[F:20])=[CH:14][CH:13]=2)[O:7][C:8]=1[CH:9]([OH:11])[CH3:10])([CH3:3])[CH3:2].[CH3:23][O:24][C:25](=[O:36])[CH2:26][CH2:27][C:28]1[CH:33]=[CH:32][C:31](O)=[CH:30][C:29]=1[CH3:35].C(P(CCCC)CCCC)CCC.N(C(N1CCCCC1)=O)=NC(N1CCCCC1)=O>C1(C)C=CC=CC=1>[CH3:23][O:24][C:25](=[O:36])[CH2:26][CH2:27][C:28]1[CH:33]=[CH:32][C:31]([O:11][CH:9]([C:8]2[O:7][C:6]([C:12]3[CH:17]=[CH:16][C:15]([O:18][C:19]([F:21])([F:22])[F:20])=[CH:14][CH:13]=3)=[N:5][C:4]=2[CH:1]([CH3:2])[CH3:3])[CH3:10])=[CH:30][C:29]=1[CH3:35]. Procedure details: A solution of 1-[4-isopropyl-2-(4-trifluoromethoxy-phenyl)-oxazol-5-yl]-ethanol (140 mg, 0.446 mmol) and 3-(4-hydroxy-2-methyl-phenyl)-propionic acid methyl ester (122 mg, 0.624 mmol) in toluene (15 mL) is degassed and filled with nitrogen for 3 times. Tributylphosphine (144 mg, 0.713 mmol) is added to the reaction mixture under nitrogen at 0° C., followed by addition of of 1,1′-(azodicarbonyl)-dipiperidine (169 mg, 0.669 mmol). The reaction mixture is allowed to warm to room temperature and sti... Reaction SMILES: [Br:1][c:2]1[n:3][cH:4][c:5]([Br:8])[cH:6][cH:7]1.[F:9][c:10]1[c:11]([OH:17])[cH:12][cH:13][c:14]([F:16])[cH:15]1.[K+:18].[K+:19].[O-:20][C:21]([O-:22])=[O:23].[O:24]=[CH:25][N:26]([CH3:27])[CH3:28]>>[c:2]1([O:17][c:11]2[c:10]([F:9])[cH:15][c:14]([F:16])[cH:13][cH:12]2)[n:3][cH:4][c:5]([Br:8])[cH:6][cH:7]1. The reactants are Brc1ccc(Br)nc1, Oc1ccc(F)cc1F, [K+], [K+], O=C([O-])[O-], CN(C)C=O. Yields the product Fc1ccc(Oc2ccc(Br)cn2)c(F)c1. Starting materials: N=C=N (carbodiimide), benzyloxy-carbonyl-dipeptide ester, N([C@@H]([C@@H](C)CC)C(=O)O)C(=O)OCC1=CC=CC=C1 (Z-Ile-OH), N[C@@H](CC1=CC=CC=C1)C(=O)OC(C)(C)C (H-Phe-OtBu). The product is N[C@@H]([C@@H](C)CC)C(=O)N[C@@H](CC1=CC=CC=C1)C(=O)OC(C)(C)C (H-Ile-Phe-OtBu). The yield is 90.0%. Reaction SMILES: N=C=N.[NH:4](C(OCC1C=CC=CC=1)=O)[C@H:5]([C:10](O)=[O:11])[C@H:6]([CH2:8][CH3:9])[CH3:7].[NH2:23][C@H:24]([C:32]([O:34][C:35]([CH3:38])([CH3:37])[CH3:36])=[O:33])[CH2:25][C:26]1[CH:31]=[CH:30][CH:29]=[CH:28][CH:27]=1>>[NH2:4][C@H:5]([C:10]([NH:23][C@H:24]([C:32]([O:34][C:35]([CH3:38])([CH3:37])[CH3:36])=[O:33])[CH2:25][C:26]1[CH:31]=[CH:30][CH:29]=[CH:28][CH:27]=1)=[O:11])[C@H:6]([CH2:8][CH3:9])[CH3:7]. Procedure details: In accordance with the carbodiimide method indicated Z-Ile-OH (4) was linked with H-Phe-OtBu (5). By means of subsequent catalytic diacylation of the intermediate benzyloxy-carbonyl-dipeptide ester (4-5a) it was possible to isolate H-Ile-Phe-OtBu (4-5b) with a yield of above 90 %. Reactants: Cc1cc(Br)cc(Cl)c1NC(=O)CC(C)(C)C, CC(C)(C)[O-], Cc1ccccc1, CN(C)c1ccccc1-c1ccccc1P(C1CCCCC1)C1CCCCC1, Cl, Fc1ccc2c(c1)CNCC2, [K+]. Yields the product Cc1cc(N2CCc3ccc(F)cc3C2)cc(Cl)c1NC(=O)CC(C)(C)C. Reaction SMILES: [Br:47][c:48]1[cH:49][c:50]([Cl:63])[c:51]([NH:55][C:56]([CH2:57][C:58]([CH3:59])([CH3:60])[CH3:61])=[O:62])[c:52]([CH3:54])[cH:53]1.[CH3:29][C:30]([CH3:31])([O-:32])[CH3:33].[CH3:64][c:65]1[cH:66][cH:67][cH:68][cH:69][cH:70]1.[CH:1]1([P:2]([CH:3]2[CH2:4][CH2:5][CH2:6][CH2:7][CH2:8]2)[c:9]2[cH:10][cH:11][cH:12][cH:13][c:14]2-[c:15]2[cH:16][cH:17][cH:18][cH:19][c:20]2[N:21]([CH3:22])[CH3:23])[CH2:24][CH2:25][CH2:26][CH2:27][CH2:28]1.[ClH:35].[F:36][c:37]1[cH:38][cH:39][c:40]2[c:45]([cH:46]1)[CH2:44][NH:43][CH2:42][CH2:41]2.[K+:34]>>[F:36][c:37]1[cH:38][cH:39][c:40]2[c:45]([cH:46]1)[CH2:44][N:43]([c:48]1[cH:49][c:50]([Cl:63])[c:51]([NH:55][C:56]([CH2:57][C:58]([CH3:59])([CH3:60])[CH3:61])=[O:62])[c:52]([CH3:54])[cH:53]1)[CH2:42][CH2:41]2. Starting materials: CN1C(=CC(=C1)C)CC(=O)OCC (ethyl 1,4-dimethyl-1H-pyrrole-2-acetate), ClC1=C(C(=O)Cl)C=CC(=C1)Cl (2,4-dichlorobenzoyl chloride), solution, CN(CCCN)C (3-dimethylaminopropylamine). The solvent is C=1(C(=CC=CC1)C)C (xylene), O (H2O). Reaction conditions: time 1 hour. Product: ClC1=C(C(=O)C2=C(C=C(N2C)CC(=O)OCC)C)C=CC(=C1)Cl (Ethyl 5-(2,4-dichlorobenzoyl)-1,4-dimethyl-1H-pyrrole-2-acetate). Yield: 81.2%. RXN SMILES: [CH3:1][N:2]1[CH:6]=[C:5]([CH3:7])[CH:4]=[C:3]1[CH2:8][C:9]([O:11][CH2:12][CH3:13])=[O:10].[Cl:14][C:15]1[CH:23]=[C:22]([Cl:24])[CH:21]=[CH:20][C:16]=1[C:17](Cl)=[O:18].CN(C)CCCN>C1(C)C(C)=CC=CC=1.O>[Cl:14][C:15]1[CH:23]=[C:22]([Cl:24])[CH:21]=[CH:20][C:16]=1[C:17]([C:6]1[N:2]([CH3:1])[C:3]([CH2:8][C:9]([O:11][CH2:12][CH3:13])=[O:10])=[CH:4][C:5]=1[CH3:7])=[O:18]. Procedure: A solution of 50 g (0.276 mole) of ethyl 1,4-dimethyl-1H-pyrrole-2-acetate and 64 g (0.303 mole) of 2,4-dichlorobenzoyl chloride in 310 mL of xylene was heated under reflux for 4 h under argon. After cooling, a 20% solution of 3-dimethylaminopropylamine in H2O was added and stirred one hour. The organic layer was washed twice with 1N HCl, water, brine, and dried (MgSO4). Evaporation of the solvent in vacuo gave a solid which was recrystallized from methanol to give 79.39 g of product: mp 90-92° ...